From a dataset of the Open Reaction Database (ORD), a public repository of structured organic reaction records. describe an organic reaction: reactants, conditions, products, and yield The reactants are FC1=C(C=C(C=C1)S(=O)(=O)Cl)OC (4-fluoro-3-methoxy-benzenesulfonyl chloride), FC1=C(C=C(C=C1)S(=O)(=O)Cl)OC (4-fluoro-3-methoxy-benzenesulfonyl chloride), ClC1=C(C=C(C=C1)N)OC (4-chloro-3-methoxy-phenylamine). The product is ClC1=C(C=C(C=C1)S(=O)(=O)Cl)OC (4-Chloro-3-methoxy-benzenesulfonyl chloride). Reaction SMILES: F[C:2]1[CH:7]=[CH:6][C:5]([S:8]([Cl:11])(=[O:10])=[O:9])=[CH:4][C:3]=1[O:12][CH3:13].[Cl:14]C1C=CC(N)=CC=1OC>>[Cl:14][C:2]1[CH:7]=[CH:6][C:5]([S:8]([Cl:11])(=[O:10])=[O:9])=[CH:4][C:3]=1[O:12][CH3:13]. Procedure details: The titled compound is prepared analogously to 4-fluoro-3-methoxy-benzenesulfonyl chloride (Intermediate 102a) by replacing 4-fluoro-3-methoxyaniline with 4-chloro-3-methoxy-phenylamine. The reactants are C=C(C)c1cc(OC(F)(F)F)c2c(c1)C1CN(C(=O)OC(C)(C)C)CCN1C2=O, CO, [H][H]. The product is CC(C)c1cc(OC(F)(F)F)c2c(c1)C1CN(C(=O)OC(C)(C)C)CCN1C2=O. Reaction SMILES: [C:1]([CH3:2])([CH3:3])([CH3:4])[O:5][C:6](=[O:7])[N:8]1[CH2:9][CH:10]2[N:11]([C:12](=[O:27])[c:13]3[c:14]([O:22][C:23]([F:24])([F:25])[F:26])[cH:15][c:16]([C:19](=[CH2:20])[CH3:21])[cH:17][c:18]32)[CH2:28][CH2:29]1.[CH3:32][OH:33].[H:30][H:31]>>[C:1]([CH3:2])([CH3:3])([CH3:4])[O:5][C:6](=[O:7])[N:8]1[CH2:9][CH:10]2[N:11]([C:12](=[O:27])[c:13]3[c:14]([O:22][C:23]([F:24])([F:25])[F:26])[cH:15][c:16]([CH:19]([CH3:20])[CH3:21])[cH:17][c:18]32)[CH2:28][CH2:29]1. Starting materials: C1(CCCCC1)CON1C(C2=CC=CC=C2C1=O)=O (2-(cyclohexylmethoxy)-1H-isoindole-1,3(2H)-dione), NN (hydrazine), COC1=CC=C(C=C1)S(=O)(=O)Cl (4-methoxybenzenesulfonyl chloride), C(C)(C)N(CC)C(C)C (diisopropylethylamine). The solvent is C1CCOC1 (THF). Reaction conditions: time 48 hour. Product: C1(CCCCC1)CONS(=O)(=O)C1=CC=C(C=C1)OC (N1-(cyclohexylmethoxy)-4-methoxy-1-benzenesulfonamide). Isolated yield 89.7%. Reaction SMILES: [CH:1]1([CH2:7][O:8][N:9]2C(=O)C3C(=CC=CC=3)C2=O)[CH2:6][CH2:5][CH2:4][CH2:3][CH2:2]1.NN.[CH3:22][O:23][C:24]1[CH:29]=[CH:28][C:27]([S:30](Cl)(=[O:32])=[O:31])=[CH:26][CH:25]=1.C(N(C(C)C)CC)(C)C>C1COCC1>[CH:1]1([CH2:7][O:8][NH:9][S:30]([C:27]2[CH:26]=[CH:25][C:24]([O:23][CH3:22])=[CH:29][CH:28]=2)(=[O:32])=[O:31])[CH2:2][CH2:3][CH2:4][CH2:5][CH2:6]1. Procedure: 2-(cyclohexylmethoxy)-1H-isoindole-1,3(2H)-dione (11.8 mmol, 3.05 g) was combined with hydrazine (12.9 mmol, 0.41 mL) in anhydrous THF (25 mL) under nitrogen. The reaction immediately formed a white suspension and was allowed to stir at room temperature for 48 hours. The suspension was filtered directly into a flask containing 4-methoxybenzenesulfonyl chloride (9.5 mmol, 1.97 g) and diisopropylethylamine (11.6 mmol, 2.03 mL) was added. After stirring at room temperature for 18 hours, the reactio... The reactants are ClC1=C(C(=C(C=C1OC)OC)Cl)C1=CC=C(C=2N=C(C(=NC12)C)C)C(=O)O (8-(2,6-dichloro-3,5-dimethoxy-phenyl)-2,3-dimethyl-quinoxaline-5-carboxylic acid), CN1CCN(CC1)CC=1C=CC(=NC1)NC(=O)C=1C=2N=CC=NC2C(=CC1)C1=C(C(=CC(=C1Cl)OC)OC)Cl (8-(2,6-Dichloro-3,5-dimethoxy-phenyl)-quinoxaline-5-carboxylic acid [5-(4-methyl-piperazin-1-ylmethyl)-pyridin-2-yl]amide). The solvent is C(Cl)Cl.CO (DCM MeOH). Reaction conditions: time 18 hour. The product is CN1CCN(CC1)CC=1C=CC(=NC1)NC(=O)C=1C=2N=C(C(=NC2C(=CC1)C1=C(C(=CC(=C1Cl)OC)OC)Cl)C)C (8-(2,6-Dichloro-3,5-dimethoxy-phenyl)-2,3-dimethyl-quinoxaline-5-carboxylic acid [5-(4-methyl-piperazin-1-ylmethyl)-pyridin-2-yl]amide). Reaction SMILES: [Cl:1][C:2]1[C:7]([O:8][CH3:9])=[CH:6][C:5]([O:10][CH3:11])=[C:4]([Cl:12])[C:3]=1[C:13]1[C:22]2[N:21]=[C:20]([CH3:23])[C:19]([CH3:24])=[N:18][C:17]=2[C:16]([C:25]([OH:27])=O)=[CH:15][CH:14]=1.[CH3:28][N:29]1[CH2:34][CH2:33][N:32]([CH2:35][C:36]2[CH:37]=[CH:38][C:39]([NH:42]C(C3C4N=CC=NC=4C(C4C(Cl)=C(OC)C=C(OC)C=4Cl)=CC=3)=O)=[N:40][CH:41]=2)[CH2:31][CH2:30]1>C(Cl)Cl.CO>[CH3:28][N:29]1[CH2:34][CH2:33][N:32]([CH2:35][C:36]2[CH:37]=[CH:38][C:39]([NH:42][C:25]([C:16]3[C:17]4[N:18]=[C:19]([CH3:24])[C:20]([CH3:23])=[N:21][C:22]=4[C:13]([C:3]4[C:2]([Cl:1])=[C:7]([O:8][CH3:9])[CH:6]=[C:5]([O:10][CH3:11])[C:4]=4[Cl:12])=[CH:14][CH:15]=3)=[O:27])=[N:40][CH:41]=2)[CH2:31][CH2:30]1 |f:2.3|. Procedure: The title compound was prepared in analogy to the procedure described in Step 14.1 but using 8-(2,6-dichloro-3,5-dimethoxy-phenyl)-2,3-dimethyl-quinoxaline-5-carboxylic acid (Step 122.1), 5-(4-methyl-piperazin-1-ylmethyl)-pyridin-2-ylamine (Example 31; purified by silica gel column chromatography), and stirring the reaction mixture 18 h at rt. Title compound: ESI-MS: 595.0 [M+H]+; tR=3.86 min (System 1); TLC: Rf=0.15 (DCM/MeOH/NH3aq, 94:5:1). The reactants are O=C1N(C2=CC=CC=C2C12COC1=CC3=C(OCCO3)C=C12)CC=1C=CC(=NC1)NC(OCCCC)=O (butyl {5-[(2′-oxo-2,3-dihydrospiro[furo[2,3-g][1,4]benzodioxine-8,3′-indol]-1′(2′H)-yl)methyl]pyridin-2-yl}carbamate), FC(C(=O)O)(F)F (trifluoroacetic acid). Solvent: ClCCl (dichloromethane). Reaction conditions: time 3 hour. Product: NC1=CC=C(C=N1)CN1C(C2(C3=CC=CC=C13)COC1=CC3=C(OCCO3)C=C12)=O (1-′[(6-aminopyridin-3-yl)methyl]-2,3-dihydrospiro[furo[2,3-g][1,4]benzodioxine-8,3′-indol]-2′(1′H)-one). Isolated yield 94.0%. Reaction SMILES: [O:1]=[C:2]1[C:10]2([C:22]3[C:13](=[CH:14][C:15]4[O:20][CH2:19][CH2:18][O:17][C:16]=4[CH:21]=3)[O:12][CH2:11]2)[C:9]2[C:4](=[CH:5][CH:6]=[CH:7][CH:8]=2)[N:3]1[CH2:23][C:24]1[CH:25]=[CH:26][C:27]([NH:30]C(=O)OCCCC)=[N:28][CH:29]=1.FC(F)(F)C(O)=O>ClCCl>[NH2:30][C:27]1[N:28]=[CH:29][C:24]([CH2:23][N:3]2[C:4]3[C:9](=[CH:8][CH:7]=[CH:6][CH:5]=3)[C:10]3([C:22]4[C:13](=[CH:14][C:15]5[O:20][CH2:19][CH2:18][O:17][C:16]=5[CH:21]=4)[O:12][CH2:11]3)[C:2]2=[O:1])=[CH:25][CH:26]=1. Reported procedure: To a cooled (0° C.) suspension of tent-butyl {5-[(2′-oxo-2,3-dihydrospiro[furo[2,3-g][1,4]benzodioxine-8,3′-indol]-1′(2′H)-yl)methyl]pyridin-2-yl}carbamate (0.27 g, 0.53 mmol) in anhydrous dichloromethane (12 mL) was added trifluoroacetic acid (4 mL). The mixture was stirred at ambient temperature for 3 h and concentrated in vacuo. The residue was dissolved in dichloromethane (100 mL), washed with saturated aqueous sodium bicarbonate (35 mL) and brine (35 mL), dried over anhydrous magnesium sulf...